The task is: describe an organic reaction: reactants, conditions, products, and yield. This data is from the Open Reaction Database (ORD), a public repository of structured organic reaction records. Reactants: CI, CN(C)C=O, [H-], O=C1NC(=O)C2(CCCCC2)N1, [Na+]. The product is CN1C(=O)NC2(CCCCC2)C1=O. RXN SMILES: [CH3:15][I:16].[CH3:17][N:18]([CH3:19])[CH:20]=[O:21].[H-:13].[NH:1]1[C:2](=[O:12])[NH:3][C:4](=[O:11])[C:5]12[CH2:6][CH2:7][CH2:8][CH2:9][CH2:10]2.[Na+:14]>>[NH:1]1[C:2](=[O:12])[N:3]([CH3:15])[C:4](=[O:11])[C:5]12[CH2:6][CH2:7][CH2:8][CH2:9][CH2:10]2. Reactants: C=1C=CC2=C(C1)N=NN2O (HOBT), CCN=C=NCCCN(C)C.Cl (EDC.HCl), C(C)(C)(C)OC(=O)N1[C@H](CNCC1)CCCOC (1-tert-butoxycarbonyl-2(S)-(3-methoxypropyl)piperazine), C1(=CC=CC2=CC=CC=C12)C(=O)O (naphthalene-1-carboxylic acid). Run in CN(C)C=O (DMF). The product is C(C)(C)(C)OC(=O)N1[C@H](CN(CC1)C(=O)C1=CC=CC2=CC=CC=C12)CCCOC (1-tert-Butoxycarbonyl-2(S)-(3-methoxy-1-propyl)-4-(1-naphthoyl)-piperazine), oil. As a reaction SMILES: [C:1]([O:5][C:6]([N:8]1[CH2:13][CH2:12][NH:11][CH2:10][C@@H:9]1[CH2:14][CH2:15][CH2:16][O:17][CH3:18])=[O:7])([CH3:4])([CH3:3])[CH3:2].[C:19]1([C:29](O)=[O:30])[C:28]2[C:23](=[CH:24][CH:25]=[CH:26][CH:27]=2)[CH:22]=[CH:21][CH:20]=1.C1C=CC2N(O)N=NC=2C=1.CCN=C=NCCCN(C)C.Cl>CN(C=O)C>[C:1]([O:5][C:6]([N:8]1[CH2:13][CH2:12][N:11]([C:29]([C:19]2[C:28]3[C:23](=[CH:24][CH:25]=[CH:26][CH:27]=3)[CH:22]=[CH:21][CH:20]=2)=[O:30])[CH2:10][C@@H:9]1[CH2:14][CH2:15][CH2:16][O:17][CH3:18])=[O:7])([CH3:4])([CH3:3])[CH3:2] |f:3.4|. Procedure: The title compound was prepared according to the procedure described for Example 1, Step A except using 1-tert-butoxycarbonyl-2(S)-(3-methoxypropyl)piperazine (0.215 g, 0.832 mmol), naphthalene-1-carboxylic acid (0.143 g, 0.83 mmol), HOBT (0.128 g, 0.83 mmol), EDC.HCl (0.160 g, 0.83 mmol) in DMF (5 mL). The title compound was obtained as an oil (0.310 g). Starting materials: amine, C(C=C)N1C[C@@H](N(C[C@H]1C)[C@@H](C1=CC(=CC=C1)O[Si](C)(C)C(C)(C)C)C=1C=C(C(=O)Cl)C=CC1)C (3-((αR)-α-((2S,5R)-4-allyl-2,5-dimethyl-1-piperazinyl)-3-(tert-butyldimethylsilyloxy)benzyl)benzoyl chloride), C(C1=CC=CC=C1)NC (N-benzyl-N-methylamine), C(C1=CC=CC=C1)(=O)N (Benzamide), Cl (hydrogen chloride), C (CH4), 330, 153. Solvent: C(C)O (ethanol), C(C)O (ethanol). Product: Cl.C(C=C)N1C[C@@H](N(CC1C)[C@@H](C1=CC(=CC=C1)O)C=1C=C(C(=O)N(C)CC2=CC=CC=C2)C=CC1)C ((+)-3-((αR)-α-((2S,SR)-4-allyl-2,5-dimethyl-1-piperazinyl)-3-hydroxybenzyl)-N-benzyl-N-methylbenzamide monohydrochloride). RXN SMILES: [CH2:1]([N:4]1[C@H:9]([CH3:10])[CH2:8][N:7]([C@H:11]([C:26]2[CH:27]=[C:28]([CH:32]=[CH:33][CH:34]=2)[C:29]([Cl:31])=[O:30])[C:12]2[CH:17]=[CH:16][CH:15]=[C:14]([O:18][Si](C(C)(C)C)(C)C)[CH:13]=2)[C@@H:6]([CH3:35])[CH2:5]1)[CH:2]=[CH2:3].[CH2:36]([NH:43][CH3:44])[C:37]1[CH:42]=[CH:41][CH:40]=[CH:39][CH:38]=1.C(N)(=O)C1C=CC=CC=1.C.Cl>C(O)C>[ClH:31].[CH2:1]([N:4]1[CH:9]([CH3:10])[CH2:8][N:7]([C@H:11]([C:26]2[CH:27]=[C:28]([CH:32]=[CH:33][CH:34]=2)[C:29]([N:43]([CH2:36][C:37]2[CH:42]=[CH:41][CH:40]=[CH:39][CH:38]=2)[CH3:44])=[O:30])[C:12]2[CH:17]=[CH:16][CH:15]=[C:14]([OH:18])[CH:13]=2)[C@@H:6]([CH3:35])[CH2:5]1)[CH:2]=[CH2:3] |f:6.7|. Reported procedure: This compound was prepared from 3-((αR)-α-((2S,5R)-4-allyl-2,5-dimethyl-1-piperazinyl)-3-(tert-butyldimethylsilyloxy)benzyl)benzoyl chloride and N-benzyl-N-methylamine by the Benzamide Formation Method described in Example 9. NMR (300 MHz, DMSO-d6, 121° C.): δ 0.93 (d, J=6.2 Hz, 3H); 1.06 (d, J=6.2 Hz, 3H); 1.96 (dd, J1 =6.7 Hz, J2 =11.0 Hz, 1H); 2.12 (dd, J1 =7.0 Hz, J2 =11.0 Hz, 1H); 2.58 (dd, J1 =2.9 Hz, J2 =11.4 Hz, 1H); 2.67-2.84 (m, 3H); 2.86 (s, 3H); 2.89 (dd, J1 =6.6 Hz, J2 =13.5 Hz, 1H)... The reactants are O=C([O-])O, C1CCOC1, CSc1ccc(N2CCN(c3c(C)c(C)c4c(c3C)CC(C)(C)O4)CC2)cc1, CCOC(C)=O, O=C(OO)c1cccc(Cl)c1, [Na+]. The product is Cc1c(C)c(N2CCN(c3ccc(S(C)=O)cc3)CC2)c(C)c2c1OC(C)(C)C2. RXN SMILES: [C:40](=[O:41])([O-:42])[OH:43].[CH2:45]1[O:46][CH2:47][CH2:48][CH2:49]1.[CH3:1][S:2][c:3]1[cH:4][cH:5][c:6]([N:9]2[CH2:10][CH2:11][N:12]([c:15]3[c:16]([CH3:28])[c:17]([CH3:27])[c:18]4[c:19]([c:25]3[CH3:26])[CH2:20][C:21]([CH3:23])([CH3:24])[O:22]4)[CH2:13][CH2:14]2)[cH:7][cH:8]1.[CH3:50][CH2:51][O:52][C:53](=[O:54])[CH3:55].[Cl:29][c:30]1[cH:31][cH:32][cH:33][c:34]([C:35]([O:36][OH:38])=[O:37])[cH:39]1.[Na+:44]>>[CH3:1][S:2]([c:3]1[cH:4][cH:5][c:6]([N:9]2[CH2:10][CH2:11][N:12]([c:15]3[c:16]([CH3:28])[c:17]([CH3:27])[c:18]4[c:19]([c:25]3[CH3:26])[CH2:20][C:21]([CH3:23])([CH3:24])[O:22]4)[CH2:13][CH2:14]2)[cH:7][cH:8]1)=[O:37]. Yields the product C(C)(C)(C)C1=CC=C(CN2C(=C(C3=CC=CC=C23)CCCCC)C=2C=C3C=CC(=C(C3=CC2)Br)OCC#N)C=C1 ({[6-(1-[-4-tert-Butylbenzyl]-3-pentyl-1H-indol-2-yl)-1-bromo-2-naphthyl]oxy}acetonitrile). Procedure details: The title compound was prepared as a solid (0.070 g, 19%) from {[1-bromo-6-(3-pentyl-1H-indol-2-yl)-2-naphthyl]oxy}acetonitrile using 4-tert-butylbenzyl bromide and the procedure from step 4 of Example 2; 1H NMR (DMSO-d6) δ 0.73 (t, J=7.3 Hz, 3H), 1.06-1.30 (m, 4H), 1.15 (s, 9H), 1.48-1.63 (m, 2H), 2.69 (t, J=8.4 Hz, 1H), 5.31 (s, 2H), 5.47 (s, 2H), 6.74 (d, J=8.4 Hz, 2H), 7.05-7.17 (m, 3H), 7.17 (d, J=8.4 Hz, 2H), 7.42 (d, J=8.7 Hz, 1H), 7.66 (d, J=8.0 Hz, 1H), 7.70 (d, J=9.1 Hz, 2H), 8.05 (s, ... Reactants: solid, BrC1=C(C=CC2=CC(=CC=C12)C=1NC2=CC=CC=C2C1CCCCC)OCC#N ({[1-bromo-6-(3-pentyl-1H-indol-2-yl)-2-naphthyl]oxy}acetonitrile), C(C)(C)(C)C1=CC=C(CBr)C=C1 (4-tert-butylbenzyl bromide). RXN SMILES: [Br:1][C:2]1[C:11]2[C:6](=[CH:7][C:8]([C:12]3[NH:13][C:14]4[C:19]([C:20]=3[CH2:21][CH2:22][CH2:23][CH2:24][CH3:25])=[CH:18][CH:17]=[CH:16][CH:15]=4)=[CH:9][CH:10]=2)[CH:5]=[CH:4][C:3]=1[O:26][CH2:27][C:28]#[N:29].[C:30]([C:34]1[CH:41]=[CH:40][C:37]([CH2:38]Br)=[CH:36][CH:35]=1)([CH3:33])([CH3:32])[CH3:31]>>[C:30]([C:34]1[CH:35]=[CH:36][C:37]([CH2:38][N:13]2[C:14]3[C:19](=[CH:18][CH:17]=[CH:16][CH:15]=3)[C:20]([CH2:21][CH2:22][CH2:23][CH2:24][CH3:25])=[C:12]2[C:8]2[CH:7]=[C:6]3[C:11](=[CH:10][CH:9]=2)[C:2]([Br:1])=[C:3]([O:26][CH2:27][C:28]#[N:29])[CH:4]=[CH:5]3)=[CH:40][CH:41]=1)([CH3:33])([CH3:31])[CH3:32]. Starting materials: OC1=CC=C(C=C1)C1=CC(N(N=C1)C)=O (5-(4-hydroxy-phenyl)-2-methyl-2H-pyridazin-3-one), BrCCCCl (1-bromo-3-chloro-propane). Product: ClCCCOC1=CC=C(C=C1)C1=CC(N(N=C1)C)=O (5-[4-(3-Chloro-propoxy)-phenyl]-2-methyl-2H-pyridazin-3-one). RXN SMILES: [OH:1][C:2]1[CH:7]=[CH:6][C:5]([C:8]2[CH:13]=[N:12][N:11]([CH3:14])[C:10](=[O:15])[CH:9]=2)=[CH:4][CH:3]=1.Br[CH2:17][CH2:18][CH2:19][Cl:20]>>[Cl:20][CH2:19][CH2:18][CH2:17][O:1][C:2]1[CH:7]=[CH:6][C:5]([C:8]2[CH:13]=[N:12][N:11]([CH3:14])[C:10](=[O:15])[CH:9]=2)=[CH:4][CH:3]=1. Procedure: 5-[4-(3-Chloro-propoxy)-phenyl]-2-methyl-2H-pyridazin-3-one was prepared from 5-(4-hydroxy-phenyl)-2-methyl-2H-pyridazin-3-one with 1-bromo-3-chloro-propane using the procedure described in Example 86 Step 3; Mp 90-91° C.; MS m/z 279 (M+H). The reactants are N#Cc1cccc(O)c1, BrC1CC1, C1CCC2=NCCCN2CC1, O. Product: N#Cc1cccc(OC2CC2)c1. As a reaction SMILES: [C:1](#[N:2])[c:3]1[cH:4][c:5]([OH:9])[cH:6][cH:7][cH:8]1.[CH:10]1([Br:13])[CH2:11][CH2:12]1.[N:14]12[CH2:15][CH2:16][CH2:17][N:18]=[C:19]1[CH2:20][CH2:21][CH2:22][CH2:23][CH2:24]2.[OH2:25]>>[C:1](#[N:2])[c:3]1[cH:4][c:5]([O:9][CH:10]2[CH2:11][CH2:12]2)[cH:6][cH:7][cH:8]1. Starting materials: BrCC(=O)NC=1N=C(N(C1C(=O)OC(COC)(C)C)C1=CC=CC=C1)N(C)C (2-Methoxy-1,1-dimethylethyl 4-[(bromoacetyl)amino]-2-(dimethylamino)-1-phenyl-1H-imidazole-5-carboxylate), N1C(CC2=CC=CC=C12)=O (2-indolinone), C(=O)([O-])[O-].[K+].[K+] (K2CO3). Solvent: CN(C)C=O (DMF). Reaction conditions: temperature 75 celsius, time 1 hour. Product: CN(C=1N(C(=C(N1)NC(CN1C(CC2=CC=CC=C12)=O)=O)C(=O)OC(COC)(C)C)C1=CC=CC=C1)C (2-Methoxy-1,1-dimethylethyl 2-(dimethylamino)-4-{[(2-oxo-2,3-dihydro-1H-indol-1-yl)acetyl]amino}-1-phenyl-1H-imidazole-5-carboxylate). RXN SMILES: Br[CH2:2][C:3]([NH:5][C:6]1[N:7]=[C:8]([N:26]([CH3:28])[CH3:27])[N:9]([C:20]2[CH:25]=[CH:24][CH:23]=[CH:22][CH:21]=2)[C:10]=1[C:11]([O:13][C:14]([CH3:19])([CH3:18])[CH2:15][O:16][CH3:17])=[O:12])=[O:4].[NH:29]1[C:37]2[C:32](=[CH:33][CH:34]=[CH:35][CH:36]=2)[CH2:31][C:30]1=[O:38].C([O-])([O-])=O.[K+].[K+]>CN(C=O)C>[CH3:27][N:26]([CH3:28])[C:8]1[N:9]([C:20]2[CH:25]=[CH:24][CH:23]=[CH:22][CH:21]=2)[C:10]([C:11]([O:13][C:14]([CH3:19])([CH3:18])[CH2:15][O:16][CH3:17])=[O:12])=[C:6]([NH:5][C:3](=[O:4])[CH2:2][N:29]2[C:37]3[C:32](=[CH:33][CH:34]=[CH:35][CH:36]=3)[CH2:31][C:30]2=[O:38])[N:7]=1 |f:2.3.4|. Procedure: 2-Methoxy-1,1-dimethylethyl 4-[(bromoacetyl)amino]-2-(dimethylamino)-1-phenyl-1H-imidazole-5-carboxylate (35 mg, 1 eq, synthesized in an analogous manner/method as described for example 90), 2-indolinone (26 mg, 2.5 eq) and K2CO3 (22 mg, 2 eq) were dissolved in DMF (5 mL). The reaction was stirred for 1 h at 75° C. The solvent was evaporated off and to the residue was added K2CO3(aq) (1 M, 50 mL) and extracted with ether. The organic phases were pooled, dried (MgSO4.H2O), filtered and evaporated... The reactants are C(#N)C1=CC=C(C=C1)CCCCC(=O)O (5-(p-cyanophenyl)pentanoic acid), CN(C=O)C (dimethylformamide), C1CC(=O)N(C1=O)OC(=O)ON2C(=O)CCC2=O (N,N'-disuccinimidylcarbonate), C1=CC=C(C=C1)C(CC(=O)O)N (DL-3-amino-3-phenylpropionic acid), N,N'-diisopropylethyl amine. Reagents/catalysts: CN(C1=CC=NC=C1)C (4-dimethylaminopyridine). Solvent: N1=CC=CC=C1 (pyridine). Run at time 5 hour. The product is C(#N)C1=CC=C(C=C1)CCCCC(=O)NC(CC(=O)O)C1=CC=CC=C1 (N-[5-(p-Cyanophenyl)pentanoyl]-3-phenyl-beta-alanine). The yield is 49.2%. RXN SMILES: [C:1]([C:3]1[CH:8]=[CH:7][C:6]([CH2:9][CH2:10][CH2:11][CH2:12][C:13]([OH:15])=O)=[CH:5][CH:4]=1)#[N:2].CN(C)C=O.C1C(=O)N(OC(ON2C(=O)CCC2=O)=O)C(=O)C1.[CH:39]1[CH:44]=[CH:43][C:42]([CH:45]([NH2:50])[CH2:46][C:47]([OH:49])=[O:48])=[CH:41][CH:40]=1>CN(C)C1C=CN=CC=1.N1C=CC=CC=1>[C:1]([C:3]1[CH:4]=[CH:5][C:6]([CH2:9][CH2:10][CH2:11][CH2:12][C:13]([NH:50][CH:45]([C:42]2[CH:43]=[CH:44][CH:39]=[CH:40][CH:41]=2)[CH2:46][C:47]([OH:49])=[O:48])=[O:15])=[CH:7][CH:8]=1)#[N:2]. Procedure details: To a solution of 5-(p-cyanophenyl)pentanoic acid (1.00g, 4.93 mmol), dimethylformamide (10 mL), and pyridine (2 mL) was added N,N'-disuccinimidylcarbonate (1.24 g, 4.85 mmol) and 4-dimethylaminopyridine (60 mg, 0.493 mmol) under an argon atmosphere at 23° C. After 5 h, DL-3-amino-3-phenylpropionic acid (0.814 g, 4.93 mmol) was added as a solid, followed immediately by N,N'-diisopropylethyl amine (0.627 g, 4.85 mmol). After 20 h at 23° C., the reaction mixture was concentrated in vacuo. The resid... Reactants: C=CCc1c(O)cc(C(=O)OC)cc1O, COC(=O)c1cc(OC)cc2c1CC(C)O2, [Cl-], [Cl-], [Cl-], [Cl-], [Zr+4]. Product: COC(=O)c1cc(O)c2c(c1)OC(C)C2. Reaction SMILES: [CH3:17][O:18][C:19]([c:20]1[cH:21][c:22]([OH:30])[c:23]([CH2:27][CH:28]=[CH2:29])[c:24]([OH:26])[cH:25]1)=[O:31].[CH3:1][O:2][C:3]([c:4]1[cH:5][c:6]([O:7][CH3:8])[cH:9][c:10]2[c:15]1[CH2:14][CH:12]([CH3:13])[O:11]2)=[O:16].[Cl-:32].[Cl-:34].[Cl-:35].[Cl-:36].[Zr+4:33]>>[CH3:17][O:18][C:19]([c:20]1[cH:21][c:22]2[c:23]([c:24]([OH:26])[cH:25]1)[CH2:27][CH:28]([CH3:29])[O:30]2)=[O:31].